This data is from the Open Reaction Database (ORD), a public repository of structured organic reaction records. The task is: describe an organic reaction: reactants, conditions, products, and yield Reactants: CC(C#CC(F)(F)F)(C)C1=CC=C(C=C1)OC (4-(1,1-Dimethyl-4,4,4-trifluoro-2-butynyl)anisole), FC(C(C(F)(F)F)C=1C=CC(=C(C=O)C1)OC)(F)F (5-(2,2,2-Trifluoro-1-(trifluoromethyl)ethyl)-2-methoxybenzaldehyde). Product: CC(C#CC(F)(F)F)(C)C=1C=CC(=C(C=O)C1)OC (5-(1,1-Dimethyl-4,4,4-trifluoro-2-butynyl)-2-methoxybenzaldehyde). As a reaction SMILES: [CH3:1][C:2]([C:10]1[CH:15]=[CH:14][C:13]([O:16][CH3:17])=[CH:12][CH:11]=1)([CH3:9])[C:3]#[C:4][C:5]([F:8])([F:7])[F:6].FC(F)(F)C(C1C=CC(OC)=C(C=1)[CH:30]=[O:31])C(F)(F)F>>[CH3:9][C:2]([C:10]1[CH:15]=[CH:14][C:13]([O:16][CH3:17])=[C:12]([CH:11]=1)[CH:30]=[O:31])([CH3:1])[C:3]#[C:4][C:5]([F:8])([F:7])[F:6]. Procedure details: This compound was prepared from Compound 57 in the same manner of Compound 9. Starting materials: C(C)C1=NC2=C(N1C1=NC(=C3N=C(N(C3=N1)C)C(=O)O)N1CCOCC1)C=CC=C2 (2-(2-ethyl-1H-benzo[d]imidazol-1-yl)-9-methyl-6-morpholino-9H-purine-8-carboxylic acid), N1CCC(CC1)C(C)(C)O (2-(piperidin-4-yl)propan-2-ol). Yields the product C(C)C1=NC2=C(N1C1=NC(=C3N=C(N(C3=N1)C)C(=O)N1CCC(CC1)C(C)(C)O)N1CCOCC1)C=CC=C2 ((2-(2-ethyl-1H-benzo[d]imidazol-1-yl)-9-methyl-6-morpholino-9H-purin-8-yl)(4-(2-hydroxypropan-2-yl)piperidin-1-yl)methanone). As a reaction SMILES: [CH2:1]([C:3]1[N:7]([C:8]2[N:16]=[C:15]3[C:11]([N:12]=[C:13]([C:18](O)=[O:19])[N:14]3[CH3:17])=[C:10]([N:21]3[CH2:26][CH2:25][O:24][CH2:23][CH2:22]3)[N:9]=2)[C:6]2[CH:27]=[CH:28][CH:29]=[CH:30][C:5]=2[N:4]=1)[CH3:2].[NH:31]1[CH2:36][CH2:35][CH:34]([C:37]([OH:40])([CH3:39])[CH3:38])[CH2:33][CH2:32]1>>[CH2:1]([C:3]1[N:7]([C:8]2[N:16]=[C:15]3[C:11]([N:12]=[C:13]([C:18]([N:31]4[CH2:36][CH2:35][CH:34]([C:37]([OH:40])([CH3:39])[CH3:38])[CH2:33][CH2:32]4)=[O:19])[N:14]3[CH3:17])=[C:10]([N:21]3[CH2:26][CH2:25][O:24][CH2:23][CH2:22]3)[N:9]=2)[C:6]2[CH:27]=[CH:28][CH:29]=[CH:30][C:5]=2[N:4]=1)[CH3:2]. Reported procedure: Following General Procedure K, 2-(2-ethyl-1H-benzo[d]imidazol-1-yl)-9-methyl-6-morpholino-9H-purine-8-carboxylic acid was coupled with 2-(piperidin-4-yl)propan-2-ol to give 569. LCMS m/z: 533.3 (M+H+)